This data is from the Open Reaction Database (ORD), a public repository of structured organic reaction records. The task is: describe an organic reaction: reactants, conditions, products, and yield The reactants are CC(=NC(=O)OCc1ccc([N+](=O)[O-])cc1)N1CC(SC(=O)CC2C(C(C)OC(=O)OCc3ccc([N+](=O)[O-])cc3)C(=O)N2C(=O)C(=O)OCc2ccc([N+](=O)[O-])cc2)CC1C(N)=O, Cc1ccccc1, CC(C)OP(OC(C)C)OC(C)C. The product is CC(=NC(=O)OCc1ccc([N+](=O)[O-])cc1)N1CC(SC(=O)CC2C(C(C)OC(=O)OCc3ccc([N+](=O)[O-])cc3)C(=O)N2C(C(=O)OCc2ccc([N+](=O)[O-])cc2)=P(OC(C)C)(OC(C)C)OC(C)C)CC1C(N)=O. RXN SMILES: [C:1]([NH2:2])(=[O:3])[CH:4]1[N:5]([C:49]([CH3:50])=[N:51][C:52](=[O:53])[O:54][CH2:55][c:56]2[cH:57][cH:58][c:59]([N+:62](=[O:63])[O-:64])[cH:60][cH:61]2)[CH2:6][CH:7]([S:9][C:10](=[O:11])[CH2:12][CH:13]2[CH:14]([CH:33]([CH3:34])[O:35][C:36](=[O:37])[O:38][CH2:39][c:40]3[cH:41][cH:42][c:43]([N+:46](=[O:47])[O-:48])[cH:44][cH:45]3)[C:15](=[O:32])[N:16]2[C:17]([C:18](=[O:19])[O:20][CH2:21][c:22]2[cH:23][cH:24][c:25]([N+:28](=[O:29])[O-:30])[cH:26][cH:27]2)=[O:31])[CH2:8]1.[CH3:78][c:79]1[cH:80][cH:81][cH:82][cH:83][cH:84]1.[P:65]([O:66][CH:67]([CH3:68])[CH3:69])([O:70][CH:71]([CH3:72])[CH3:73])[O:74][CH:75]([CH3:76])[CH3:77]>>[C:1]([NH2:2])(=[O:3])[CH:4]1[N:5]([C:49]([CH3:50])=[N:51][C:52](=[O:53])[O:54][CH2:55][c:56]2[cH:57][cH:58][c:59]([N+:62](=[O:63])[O-:64])[cH:60][cH:61]2)[CH2:6][CH:7]([S:9][C:10](=[O:11])[CH2:12][CH:13]2[CH:14]([CH:33]([CH3:34])[O:35][C:36](=[O:37])[O:38][CH2:39][c:40]3[cH:41][cH:42][c:43]([N+:46](=[O:47])[O-:48])[cH:44][cH:45]3)[C:15](=[O:32])[N:16]2[C:17]([C:18](=[O:19])[O:20][CH2:21][c:22]2[cH:23][cH:24][c:25]([N+:28](=[O:29])[O-:30])[cH:26][cH:27]2)=[P:65]([O:66][CH:67]([CH3:68])[CH3:69])([O:70][CH:71]([CH3:72])[CH3:73])[O:74][CH:75]([CH3:76])[CH3:77])[CH2:8]1.